From a dataset of the Open Reaction Database (ORD), a public repository of structured organic reaction records. describe an organic reaction: reactants, conditions, products, and yield Starting materials: C(=O)([O-])[O-].[Na+].[Na+] (Na2CO3), C[Si](C[C@H](N)C(=O)O)(C)C (3-Trimethylsilyl alanine), B(F)(F)F.CO (BF3 MeOH), C(=O)([O-])[O-].[Na+].[Na+] (Na2CO3), C1=CC=C2C(=C1)C(=O)C(C2=O)(O)O (ninhydrine). The solvent is O (water), CCOC(=O)C (EtOAc), CO.C(Cl)Cl (MeOH DCM), C(C)O (ethanol). Conditions: temperature 70 celsius. Product: C[Si](C[C@H](N)C(=O)OC)(C)C (Methyl 3-(trimethylsilyl)alaninate). Isolated yield 92.0%. RXN SMILES: [CH3:1][Si:2]([CH3:10])([CH3:9])[CH2:3][C@@H:4]([C:6]([OH:8])=[O:7])[NH2:5].B(F)(F)F.CO.[CH:17]1C=C2C(C(O)(O)C(=O)C2=CC=1)=O.C([O-])([O-])=O.[Na+].[Na+]>C(O)C.O.CCOC(C)=O.CO.C(Cl)Cl>[CH3:1][Si:2]([CH3:10])([CH3:9])[CH2:3][C@@H:4]([C:6]([O:8][CH3:17])=[O:7])[NH2:5] |f:1.2,4.5.6,10.11|. Reported procedure: 3-Trimethylsilyl alanine (J. Organomet. Chem., 628, (2001), 183–194; 19 mg, 0.118 mmol) was mixed with 3 ml BF3-MeOH (14%, 3.7 mmol) in a sealed tube and heated to 70° C. Analysis was performed using TLC (MeOH:DCM 1:9, stained w. ninhydrine in ethanol). The mixture was heated for 3 h and was then cooled to ambient temperature. The mixture was poured into a mixture of 3 ml EtOAc and 2 ml water containing Na2CO3. More Na2CO3 (5%-aq) was added until pH ca 7. The aqueous phase was washed with EtOAc ... Reactants: C(C)OC(=O)C1=C(C(=NO1)C1=CC=CC=C1)N (4-amino-3-phenyl-isoxazole-5-carboxylic acid ethyl ester), ClC1=CC=C(C=C1)NC(C1=CC=C(C=C1)C(C)C)=O (N-(4-chloro-phenyl)-4-isopropyl-benzamide). Product: ClC1=CC=C(C=C1)N1C(=NC2=C(C1=O)ON=C2C2=CC=CC=C2)C2=CC=C(C=C2)C(C)C (6-(4-Chloro-phenyl)-5-(4-isopropyl-phenyl)-3-phenyl-6H-isoxazolo[4,5-d]pyrimidin-7-one). As a reaction SMILES: C(O[C:4]([C:6]1[O:10][N:9]=[C:8]([C:11]2[CH:16]=[CH:15][CH:14]=[CH:13][CH:12]=2)[C:7]=1[NH2:17])=[O:5])C.[Cl:18][C:19]1[CH:24]=[CH:23][C:22]([NH:25][C:26](=O)[C:27]2[CH:32]=[CH:31][C:30]([CH:33]([CH3:35])[CH3:34])=[CH:29][CH:28]=2)=[CH:21][CH:20]=1>>[Cl:18][C:19]1[CH:20]=[CH:21][C:22]([N:25]2[C:4](=[O:5])[C:6]3[O:10][N:9]=[C:8]([C:11]4[CH:12]=[CH:13][CH:14]=[CH:15][CH:16]=4)[C:7]=3[N:17]=[C:26]2[C:27]2[CH:28]=[CH:29][C:30]([CH:33]([CH3:35])[CH3:34])=[CH:31][CH:32]=2)=[CH:23][CH:24]=1. Reported procedure: 6-(4-Chloro-phenyl)-5-(4-isopropyl-phenyl)-3-phenyl-6H-isoxazolo[4,5-d]pyrimidin-7-one is prepared as described in Example 2, using 4-amino-3-phenyl-isoxazole-5-carboxylic acid ethyl ester from step C instead of ethyl 5-amino-1-phenyl-4-pyrazole-carboxylate, and N-(4-chloro-phenyl)-4-isopropyl-benzamide instead of N-(4 bromo-phenyl)-4-methyl-benzamide; 1H NMR (CDCl3, 400 MHz) δ 8.42 (dd, 2H), 7.53 (m, 3H), 7.34 (d, 2H), 7.25 (d, 2H), 7.12 (m, 4H), 2.87 (m, 1H), 1.22 (s, 3H), 1.20 (s, 3H); HPLC-M... Starting materials: C(C=C)N(CC=1SC(=CC1)S(=O)(=O)N1CCC(CC1)NC1=CC(=CC=C1)S(=O)(=O)C(F)(F)F)CC=C (N,N-Diallyl-N-({5-[(4-{3-[(trifluoromethyl)sulfonyl]anilino}piperidin-1-yl)sulfonyl]-thien-2-yl}methyl)amine), CN1C(=O)N(C(=O)CC1=O)C (N,N′-dimethylbarbituric acid), C(C=1C(O)=CC=CC1)(=O)O (salicylic acid), ON1N=NC2=C1C=CC=C2 (1-hydroxybenzotriazole), C(C)N=C=NCCCN(C)C (N-ethyl-N′-(3-dimethylaminopropyl)-carbodiimide). The reagents and catalysts are C=1C=CC(=CC1)[P](C=2C=CC=CC2)(C=3C=CC=CC3)[Pd]([P](C=4C=CC=CC4)(C=5C=CC=CC5)C=6C=CC=CC6)([P](C=7C=CC=CC7)(C=8C=CC=CC8)C=9C=CC=CC9)[P](C=1C=CC=CC1)(C=1C=CC=CC1)C=1C=CC=CC1 (Pd(PPh3)4). Run in C(Cl)Cl (CH2Cl2). Run at temperature 23 celsius, time 3 day. Yields the product OC=1C=C(C(=O)N)C=CC1 (3-hydroxybenzamide). As a reaction SMILES: C(N(CC=C)CC1SC(S(N2CCC(NC3C=CC=C(S(C(F)(F)F)(=O)=O)C=3)CC2)(=O)=O)=CC=1)C=C.C[N:38]1[C:45](=[O:46])[CH2:44][C:42](=O)N(C)C1=O.[C:48](O)(=O)[C:49]1[C:50](=[CH:52]C=CC=1)[OH:51].ON1C2C=CC=CC=2N=N1.C(N=C=NCCCN(C)C)C>C(Cl)Cl.C1C=CC([P]([Pd]([P](C2C=CC=CC=2)(C2C=CC=CC=2)C2C=CC=CC=2)([P](C2C=CC=CC=2)(C2C=CC=CC=2)C2C=CC=CC=2)[P](C2C=CC=CC=2)(C2C=CC=CC=2)C2C=CC=CC=2)(C2C=CC=CC=2)C2C=CC=CC=2)=CC=1>[OH:51][C:50]1[CH:52]=[C:44]([CH:42]=[CH:48][CH:49]=1)[C:45]([NH2:38])=[O:46] |^1:85,87,106,125|. Reported procedure: A solution of the bisallylamine 269c (1.15 g, 2.04 mmol), N,N′-dimethylbarbituric acid (NDMBA, 637 mg, 4.08 mmol), and Pd(PPh3)4 (110 mg, 0.096 mmol) in CH2Cl2 (20 mL) was degassed by bubbling argon for 10 min. The reaction was stirred at 23° C. over the week-end (3 d), concentrated, diluted with DMF (12 mL), and treated with salicylic acid (290 mg, 2.10 mmol), 1-hydroxybenzotriazole (HOBt, 283 mg, 2.10 mmol), and N-ethyl-N′-(3-dimethylaminopropyl)-carbodiimide (EDC, 402 mg, 2.10 mmol) for 24 h ...